This data is from the Open Reaction Database (ORD), a public repository of structured organic reaction records. The task is: describe an organic reaction: reactants, conditions, products, and yield The reactants are C(Cl)Cl (methylene chloride), C1(=CC=CC=C1)O (phenol). Run in C1(=CC=CC=C1)C (toluene), C1(=CC=CC=C1)C (toluene). The product is OC1=CC=C(C=C1)C1(CCC(CC1)C1=CC=C(C=C1)O)C1=CC=C(C=C1)O (1,1,4-tris(4-hydroxyphenyl)cyclohexane). Reaction SMILES: C(Cl)Cl.[C:4]1([OH:10])[CH:9]=[CH:8][CH:7]=[CH:6][CH:5]=1>C1(C)C=CC=CC=1>[OH:10][C:4]1[CH:9]=[CH:8][C:7]([C:4]2([C:7]3[CH:8]=[CH:9][C:4]([OH:10])=[CH:5][CH:6]=3)[CH2:9][CH2:8][CH:7]([C:7]3[CH:8]=[CH:9][C:4]([OH:10])=[CH:5][CH:6]=3)[CH2:6][CH2:5]2)=[CH:6][CH:5]=1. Procedure: After heating, the thick paste was diluted with 450 mL toluene, cooled in an ice/water bath and isolated by filtration. It was treated with portions of toluene and methylene chloride until the amount of residual phenol was less than 1 area percent by HPLC analysis. The solid was isolated by filtration and was 90% pure by HPLC analysis, product weight, 57.7 g (76%). Reactants: CSC(=NC#N)SC, C#CCN, CC#N. The product is C#CCN=C(NC#N)SC. Reaction SMILES: [C:1](#[N:2])[N:3]=[C:4]([S:5][CH3:6])[S:7][CH3:8].[CH2:9]([C:10]#[CH:11])[NH2:12].[CH3:13][C:14]#[N:15]>>[C:1](#[N:2])[NH:3][C:4]([S:5][CH3:6])=[N:12][CH2:9][C:10]#[CH:11]. The reactants are NC1=NC(=CC(=N1)C=C)C (2-amino-4-ethenyl-6-methylpyrimidine), C(=O)(OC)C1=C(C=CC=C1)S(=O)(=O)N=C=O (2-carbomethoxybenzenesulfonylisocyanate), ClCCl (dichloromethane). Run in C(CCC)Cl (butyl chloride). Conditions: time 8 hour. Yields the product C(#C)C1=NC(=NC(=C1)C)NC(=O)NS(=O)(=O)C1=C(C(=O)OC)C=CC=C1 (2-[[(4-Ethynyl-6-methylpyrimidin-2-yl)aminocarbonyl]aminosulfonyl]benzoic acid, methyl ester). The yield is 84.2%. As a reaction SMILES: [NH2:1][C:2]1[N:7]=[C:6]([CH:8]=[CH2:9])[CH:5]=[C:4]([CH3:10])[N:3]=1.[C:11]([C:15]1[CH:20]=[CH:19][CH:18]=[CH:17][C:16]=1[S:21]([N:24]=[C:25]=[O:26])(=[O:23])=[O:22])([O:13][CH3:14])=[O:12].ClCCl>C(Cl)CCC>[C:8]([C:6]1[CH:5]=[C:4]([CH3:10])[N:3]=[C:2]([NH:1][C:25]([NH:24][S:21]([C:16]2[CH:17]=[CH:18][CH:19]=[CH:20][C:15]=2[C:11]([O:13][CH3:14])=[O:12])(=[O:23])=[O:22])=[O:26])[N:7]=1)#[CH:9]. Reported procedure: In a dry flask under a nitrogen atmosphere was mixed 0.24 g of 2-amino-4-ethenyl-6-methylpyrimidine, 0.61 g of 2-carbomethoxybenzenesulfonylisocyanate and 25 ml of dry dichloromethane. The solution was heated to reflux for five minutes and allowed to stir at room temperature overnight. A precipitate formed. The reaction mixture was stripped, titurated with butyl chloride to give 0.56 g of the title compound as a solid, m.p. 185°-190° (dec); IR(nujol) 2111 (C≡C), 3250 (NH), 3321 (NH), 1716 (CO) a...